Task: describe an organic reaction: reactants, conditions, products, and yield. Dataset: the Open Reaction Database (ORD), a public repository of structured organic reaction records The reactants are Cl (hydrochloric acid), C(C)(C)(C)OC(CBr)=O (2-bromoacetic acid tert.-butyl ester), [OH-].[Na+] (sodium hydroxide), C(C)C1=CC=C(C=C1)C1=C(OC=2N=CN=C(C21)OCC(CO)C(C)(C)C)C2=CC=CC=C2 (2-({[5-(4-ethylphenyl)-6-phenylfuro[2,3-d]pyrimidin-4-yl]oxy}methyl)-3,3-dimethylbutan-1-ol). Yields the product C(C)(C)(C)OC(COCC(C(C)(C)C)COC=1C2=C(N=CN1)OC(=C2C2=CC=C(C=C2)CC)C2=CC=CC=C2)=O ([2-({[5-(4-Ethylphenyl)-6-phenylfuro[2,3-d]pyrimidin-4-yl]oxy}methyl)-3,3-dimethylbutoxy]-acetic acid tert.-butyl ester). Reported procedure: Add 0.5 ml of 11.25 N sodium hydroxide solution to a solution of 265 mg (0.62 mmol) 2-({[5-(4-ethylphenyl)-6-phenylfuro[2,3-d]pyrimidin-4-yl]oxy}methyl)-3,3-dimethylbutan-1-ol in 10 ml toluene. After adding 21 mg (0.06 mmol) tetra-n-butylammonium hydrogensulphate and 240 mg (1.23 mmol) 2-bromoacetic acid tert.-butyl ester, stir the reaction mixture for 16 h at 70° C. After cooling to room temperature, neutralize with 1 N hydrochloric acid and extract with ethyl acetate. Wash the organic phase wi... Reaction conditions: temperature 70 celsius, time 16 hour. Solvent: C1(=CC=CC=C1)C (toluene). The reagents and catalysts are S(=O)(=O)(O)[O-].C(CCC)[N+](CCCC)(CCCC)CCCC (tetra-n-butylammonium hydrogensulphate). RXN SMILES: [OH-].[Na+].[CH2:3]([C:5]1[CH:10]=[CH:9][C:8]([C:11]2[C:19]3[C:18]([O:20][CH2:21][CH:22]([C:25]([CH3:28])([CH3:27])[CH3:26])[CH2:23][OH:24])=[N:17][CH:16]=[N:15][C:14]=3[O:13][C:12]=2[C:29]2[CH:34]=[CH:33][CH:32]=[CH:31][CH:30]=2)=[CH:7][CH:6]=1)[CH3:4].[C:35]([O:39][C:40](=[O:43])[CH2:41]Br)([CH3:38])([CH3:37])[CH3:36].Cl>C1(C)C=CC=CC=1.S([O-])(O)(=O)=O.C([N+](CCCC)(CCCC)CCCC)CCC>[C:35]([O:39][C:40](=[O:43])[CH2:41][O:24][CH2:23][CH:22]([CH2:21][O:20][C:18]1[C:19]2[C:11]([C:8]3[CH:7]=[CH:6][C:5]([CH2:3][CH3:4])=[CH:10][CH:9]=3)=[C:12]([C:29]3[CH:30]=[CH:31][CH:32]=[CH:33][CH:34]=3)[O:13][C:14]=2[N:15]=[CH:16][N:17]=1)[C:25]([CH3:28])([CH3:27])[CH3:26])([CH3:38])([CH3:37])[CH3:36] |f:0.1,6.7|.